Dataset: the Open Reaction Database (ORD), a public repository of structured organic reaction records. Task: describe an organic reaction: reactants, conditions, products, and yield The reactants are C=COC(=O)CC, Cc1ccccc1, C=COc1ccccc1C(=O)c1ccccc1OC=C, [Na+], [Na+], O=C([O-])[O-], O=C(c1ccccc1O)c1ccccc1O. Yields the product C=COc1ccccc1C(=O)c1ccccc1O. Reaction SMILES: [C:23]([O:24][CH:25]=[CH2:26])(=[O:27])[CH2:28][CH3:29].[CH3:50][c:51]1[cH:52][cH:53][cH:54][cH:55][cH:56]1.[CH:30](=[CH2:31])[O:32][c:33]1[c:34]([C:39](=[O:40])[c:41]2[c:42]([O:47][CH:48]=[CH2:49])[cH:43][cH:44][cH:45][cH:46]2)[cH:35][cH:36][cH:37][cH:38]1.[Na+:1].[Na+:2].[O-:3][C:4](=[O:5])[O-:6].[OH:7][c:8]1[cH:9][cH:10][cH:11][cH:12][c:13]1[C:14]([c:15]1[cH:16][cH:17][cH:18][cH:19][c:20]1[OH:21])=[O:22]>>[CH:30](=[CH2:31])[O:32][c:33]1[c:34]([C:39](=[O:40])[c:41]2[c:42]([OH:47])[cH:43][cH:44][cH:45][cH:46]2)[cH:35][cH:36][cH:37][cH:38]1. Reactants: Cl (hydrogen chloride), CC(C)(C)N(C([O-])=O)C1CCC(CC1)(F)F (1,1-Dimethylethyl(4,4-difluorocyclohexyl)carbamate). The solvent is O1CCOCC1 (dioxane), O1CCOCC1 (dioxane). Run at time 3 hour. Yields the product Cl.FC1(CCC(CC1)N)F ((4,4-Difluorocyclohexyl)amine hydrochloride). As a reaction SMILES: [ClH:1].CC([N:6]([CH:10]1[CH2:15][CH2:14][C:13]([F:17])([F:16])[CH2:12][CH2:11]1)C(=O)[O-])(C)C>O1CCOCC1>[ClH:1].[F:16][C:13]1([F:17])[CH2:14][CH2:15][CH:10]([NH2:6])[CH2:11][CH2:12]1 |f:3.4|. Reported procedure: A solution of hydrogen chloride in dioxane (4M, 1.6 ml) was added at 20° C. to a stirred solution of Intermediate 146 (140 mg, 0.6 mmol), in dioxane (1.6 ml). After 3 h, the reaction mixture was concentrated in vacuo to afford Intermediate 147 (96.5 mg) containing 4-fluoro-3-cyclohexen-1-amine. 1H NMR (400 MHz in d6-DMSO, 27° C., δ ppm) Minor component: δ8.22 (br, 3H excess), 5.18 (dm, 16 Hz, 1H), 3.28-3.13 (m, 1H excess), 2.41-1.53 (m's, 6H excess). Major component: δ8.22 (br, 3H excess), 3.28-... The reactants are FC1=C(C=CC=C1)C1=CC=C(C=C1)C1=NC2=CC=C(C=C2C(=C1C)C(=O)O)F (2-(2'-Fluoro-1,1'-biphenyl-4-yl)-6-fluoro-3-methyl-4-quinolinecarboxylic acid), [OH-].[Na+] (NaOH). Run in C(C)O (ethanol). Yields the product FC1=C(C=CC=C1)C1=CC=C(C=C1)C1=NC2=CC=C(C=C2C(=C1C)C(=O)[O-])F.[Na+] (Sodium 2-(2'-Fluoro-1,1'-biphenyl-4-yl)-6-fluoro-3-methylquinoline-4-carboxylate). Yield: 99.7%. Reaction SMILES: [F:1][C:2]1[CH:7]=[CH:6][CH:5]=[CH:4][C:3]=1[C:8]1[CH:13]=[CH:12][C:11]([C:14]2[C:23]([CH3:24])=[C:22]([C:25]([OH:27])=[O:26])[C:21]3[C:16](=[CH:17][CH:18]=[C:19]([F:28])[CH:20]=3)[N:15]=2)=[CH:10][CH:9]=1.[OH-].[Na+:30]>C(O)C>[F:1][C:2]1[CH:7]=[CH:6][CH:5]=[CH:4][C:3]=1[C:8]1[CH:13]=[CH:12][C:11]([C:14]2[C:23]([CH3:24])=[C:22]([C:25]([O-:27])=[O:26])[C:21]3[C:16](=[CH:17][CH:18]=[C:19]([F:28])[CH:20]=3)[N:15]=2)=[CH:10][CH:9]=1.[Na+:30] |f:1.2,4.5|. Procedure: The compound of Example 28 (37.5 g, 0.10 mole) was suspended in 1,000 ml of ethanol and treated with 1N NaOH (100 ml, 0.10 mole). The mixture was warmed and stirred until clear; the ethanol and water were evaporated at reduced pressure to give 39.6 g of the white solid sodium 2-(2'-fluoro-1,1'-biphenyl-4-yl)-6-fluoro-3-methylquinoline-4-carboxylate, m.p. >360°. Reactants: ClCCl, C1CCNCC1, CCN=C=NCCCN(C)C, COC1=C(OC)C(=O)C(Cc2ccc(OCc3ccccc3)c(C(=O)O)c2)=C(C)C1=O, Cl, O. The product is COC1=C(OC)C(=O)C(Cc2ccc(OCc3ccccc3)c(C(=O)N3CCCCC3)c2)=C(C)C1=O. RXN SMILES: [CH2:19]([Cl:20])[Cl:21].[CH2:1]1[CH2:2][CH2:3][NH:4][CH2:5][CH2:6]1.[CH2:8]([N:9]=[C:10]=[N:11][CH2:12][CH2:13][CH2:14][N:15]([CH3:16])[CH3:17])[CH3:18].[CH3:22][O:23][C:24]1=[C:29]([O:30][CH3:31])[C:28](=[O:32])[C:27]([CH2:33][c:34]2[cH:35][cH:36][c:37]([O:43][CH2:44][c:45]3[cH:46][cH:47][cH:48][cH:49][cH:50]3)[c:38]([C:39](=[O:40])[OH:41])[cH:42]2)=[C:26]([CH3:51])[C:25]1=[O:52].[ClH:7].[OH2:53]>>[CH2:1]1[CH2:2][CH2:3][N:4]([C:39]([c:38]2[c:37]([O:43][CH2:44][c:45]3[cH:46][cH:47][cH:48][cH:49][cH:50]3)[cH:36][cH:35][c:34]([CH2:33][C:27]3=[C:26]([CH3:51])[C:25](=[O:52])[C:24]([O:23][CH3:22])=[C:29]([O:30][CH3:31])[C:28]3=[O:32])[cH:42]2)=[O:40])[CH2:5][CH2:6]1. The reactants are COC(C1=C(C(=CC(=C1)F)[N+](=O)[O-])N)=O (2-amino-5-fluoro-3-nitro-benzoic acid methyl ester), [H][H] (hydrogen). The reagents and catalysts are [Pd] (Pd/C). The solvent is CO (methanol). Yields the product COC(C1=C(C(=CC(=C1)F)N)N)=O (2,3-Diamino-5-fluoro-benzoic acid methyl ester). Reaction SMILES: [CH3:1][O:2][C:3](=[O:15])[C:4]1[CH:9]=[C:8]([F:10])[CH:7]=[C:6]([N+:11]([O-])=O)[C:5]=1[NH2:14].[H][H]>CO.[Pd]>[CH3:1][O:2][C:3](=[O:15])[C:4]1[CH:9]=[C:8]([F:10])[CH:7]=[C:6]([NH2:11])[C:5]=1[NH2:14]. Procedure: A slurry of 2-amino-5-fluoro-3-nitro-benzoic acid methyl ester (1.8 g, 84.0 mmol) and 10% Pd/C (0.5 g) in methanol (50 mL) was hydrogenated with a hydrogen balloon for 2 h. After completion of the reaction, the reaction mixture was filtered over celite bed, concentrated to dryness. the resulting residue was purified by column chromatography using 30% ethyl acetate in hexane to obtain the title compound as off white solid. The product is C(=O)(NC1CCCCC1)NC1CCCCC1 (dicyclohexylurea). The solvent is CN(C)C=O (DMF). Reaction SMILES: [CH:1]1([N:7]=[C:8]=[N:9][CH:10]2[CH2:15][CH2:14][CH2:13][CH2:12][CH2:11]2)[CH2:6][CH2:5][CH2:4][CH2:3][CH2:2]1.[OH2:16]>CN(C=O)C>[C:8]([NH:7][CH:1]1[CH2:2][CH2:3][CH2:4][CH2:5][CH2:6]1)([NH:9][CH:10]1[CH2:15][CH2:14][CH2:13][CH2:12][CH2:11]1)=[O:16]. Reported procedure: To N-TeocT4 (0.017 g, 17 μmol) in 1 mL dry DMF was added dicyclohexylcarbodiimide (0.004 g, 18 μmol). After stirring for 30 minutes N-dimethyl-4-aminopyridine (0.004 g, 36 μmol) and Gly18 (0.017 g, 17 μmol) were added and the reaction stirred overnight. The cloudy solution was poured into 20 mL H2O and extracted twice with 10 mL CH2Cl2. The aqueous component was acidified to pH 3 with 1 N HCl and chilled to 4° C. The material was isolated by centrifugation and the pellet washed 3 times with 8 mL... Reaction conditions: temperature 4 celsius, time 8 hour. Reactants: C1(CCCCC1)N=C=NC1CCCCC1 (dicyclohexylcarbodiimide), N-dimethyl-4-aminopyridine, O (H2O). The reactants are CN1CCN(C2c3cc(C#N)ccc3OC(C)(C)C2O)C1=NC#N, CC(=O)OC(C)=O, CCOC(C)=O, c1ccncc1. Product: CC(=O)OC1C(N2CCN(C)C2=NC#N)c2cc(C#N)ccc2OC1(C)C. Reaction SMILES: [C:1](#[N:2])[N:3]=[C:4]1[N:5]([CH:10]2[CH:11]([OH:24])[C:12]([CH3:22])([CH3:23])[O:13][c:14]3[c:15]2[cH:16][c:17]([C:20]#[N:21])[cH:18][cH:19]3)[CH2:6][CH2:7][N:8]1[CH3:9].[CH3:25][C:26](=[O:27])[O:28][C:29](=[O:30])[CH3:31].[CH3:38][CH2:39][O:40][C:41](=[O:42])[CH3:43].[cH:32]1[cH:33][cH:34][n:35][cH:36][cH:37]1>>[C:1](#[N:2])[N:3]=[C:4]1[N:5]([CH:10]2[CH:11]([O:24][C:26]([CH3:25])=[O:27])[C:12]([CH3:22])([CH3:23])[O:13][c:14]3[c:15]2[cH:16][c:17]([C:20]#[N:21])[cH:18][cH:19]3)[CH2:6][CH2:7][N:8]1[CH3:9]. The reactants are O (Water), COC(C1=CC(=C(C=C1)Cl)S(=O)(=O)C)=O (4-chloro-3-(methylsulfonyl)benzoic acid methyl ester), C(C)[BH-](CC)CC.[Li+] (lithium triethylborohydride), C(C)[BH-](CC)CC.[Li+] (lithium triethylborohydride). Solvent: O1CCCC1 (tetrahydrofuran). Conditions: time 30 minute. Product: ClC1=C(C=C(CO)C=C1)S(=O)(=O)C (4-Chloro-3-(methylsulfonyl)benzyl alcohol). As a reaction SMILES: C[O:2][C:3](=O)[C:4]1[CH:9]=[CH:8][C:7]([Cl:10])=[C:6]([S:11]([CH3:14])(=[O:13])=[O:12])[CH:5]=1.C([BH-](CC)CC)C.[Li+].O>O1CCCC1>[Cl:10][C:7]1[CH:8]=[CH:9][C:4]([CH2:3][OH:2])=[CH:5][C:6]=1[S:11]([CH3:14])(=[O:12])=[O:13] |f:1.2|. Procedure: To a suspension of 4-chloro-3-(methylsulfonyl)benzoic acid methyl ester (2.4 g) in tetrahydrofuran (50 mL) was added lithium triethylborohydride (1 M in tetrahydrofuran, 24 mL) at 0-5° C. under nitrogen. The mixture was stirred for 30 min and then more of lithium triethylborohydride (1M in tetrahydrofuran, 5 mL) was added and the mixture was further stirred for 60 min. Water (2 mL) was added and the tetrahydrofuran was evaporated under vacuum. Toluene (100 mL) and water (30 mL) were added and th... Reactants: CC1(CC(CC(C1)(C)C)=O)C (3,3,5,5-tetramethylcyclohexanone), C(#N)CC(=O)OCC (ethyl cyanoacetate), C(C)(=O)O (acetic acid), C(C)(=O)[O-].[NH4+] (ammonium acetate). The solvent is C1=CC=CC=C1 (benzene), C1=CC=CC=C1 (benzene). Yields the product CC1(CC(CC(C1)(C)C)=C(C(=O)OCC)C#N)C (ethyl (3,3,5,5-tetramethylcyclohexylidene)cyanoacetate). Yield: 47.2%. Reaction SMILES: [CH3:1][C:2]1([CH3:11])[CH2:7][C:6]([CH3:9])([CH3:8])[CH2:5][C:4](=O)[CH2:3]1.[C:12]([CH2:14][C:15]([O:17][CH2:18][CH3:19])=[O:16])#[N:13].C(O)(=O)C.C([O-])(=O)C.[NH4+]>C1C=CC=CC=1>[CH3:1][C:2]1([CH3:11])[CH2:7][C:6]([CH3:9])([CH3:8])[CH2:5][C:4](=[C:14]([C:12]#[N:13])[C:15]([O:17][CH2:18][CH3:19])=[O:16])[CH2:3]1 |f:3.4|. Procedure details: The mixture of 3,3,5,5-tetramethylcyclohexanone (2-13) (2.64g, 17 mmol), ethyl cyanoacetate (1.93, 17 mmol), acetic acid (0.2 ml) and ammonium acetate (0.2 g) in benzene (6.4 ml) was refluxed with a Dean-Stark aparatus for 10 h. To this benzene (30 ml) and saline (30 ml) was added, organic layer separated, dried over Na2SO4, filtered and evaporated. The crude product was purified by flash chromatography, eluting with hexane to give 2.0 g (50%) of (16) as an oil.